From a dataset of the Open Reaction Database (ORD), a public repository of structured organic reaction records. describe an organic reaction: reactants, conditions, products, and yield Reactants: BrC=1C=C(C=2C(C3=CC=CC=C3C2C1)O)COC(C)=O (3-bromo-1-acetoxymethyl-9-fluorenol), C(Cl)Cl (CH2Cl2), ClCCl (Dichloromethane), C(C(=O)Cl)(=O)Cl (oxalyl chloride), CS(=O)C (DMSO). Run in CCN(CC)CC (Et3N). Run at time 10 minute. Product: BrC=1C=C(C=2C(C3=CC=CC=C3C2C1)=O)COC(C)=O (3-bromo-1-acetoxymethyl-9-fluorenone). RXN SMILES: ClCCl.C(Cl)(=O)C(Cl)=O.CS(C)=O.[Br:14][C:15]1[CH:16]=[C:17]([CH2:29][O:30][C:31](=[O:33])[CH3:32])[C:18]2[CH:19]([OH:28])[C:20]3[C:25]([C:26]=2[CH:27]=1)=[CH:24][CH:23]=[CH:22][CH:21]=3>CCN(CC)CC>[Br:14][C:15]1[CH:16]=[C:17]([CH2:29][O:30][C:31](=[O:33])[CH3:32])[C:18]2[C:19](=[O:28])[C:20]3[C:25]([C:26]=2[CH:27]=1)=[CH:24][CH:23]=[CH:22][CH:21]=3. Procedure: Dichloromethane (5 ml) was cooled to -60° under N2, oxalyl chloride (1.65 ml, 1M solution in CH2Cl2, 1.1 eq) was added followed by DMSO (234 ml in 1 ml of CH2Cl2). The resulting solution was stirred at -60° for 10 min. The 3-bromo-1-acetoxymethyl-9-fluorenol (0.480 g) in a suspension of CH2Cl2 (2 ml) was added dropwise and the solution stirred at -60° for 0.5 hour. Et3N (1.06 ml) was added dropwise and the solution stirred at -60° for 15 minutes. The cooling bath was removed and water (5 ml) was... Reactants: OCN1C(N2N(CC=CC2C(=O)OC)C1=O)=O (methyl 2-hydroxymethyl-2,3,5,8-tetrahydro-1,3-dioxo-1H-1,2,4-triazolo[1,2-a]pyridazine-5-carboxylate), P(Cl)(Cl)(Cl)(Cl)Cl (phosphorus pentachloride). Run in CCOCC (ether). Reaction conditions: time 22 hour. The product is ClCN1C(N2N(CC=CC2C(=O)OC)C1=O)=O (methyl 2-chloromethyl-2,3,5,8-tetrahydro-1,3-dioxo-1H-1,2,4-triazolo[1,2-a]pyridazine-5-carboxylate). Yield: 73.4%. RXN SMILES: O[CH2:2][N:3]1[C:15](=[O:16])[N:6]2[CH2:7][CH:8]=[CH:9][CH:10]([C:11]([O:13][CH3:14])=[O:12])[N:5]2[C:4]1=[O:17].P(Cl)(Cl)(Cl)(Cl)[Cl:19]>CCOCC>[Cl:19][CH2:2][N:3]1[C:15](=[O:16])[N:6]2[CH2:7][CH:8]=[CH:9][CH:10]([C:11]([O:13][CH3:14])=[O:12])[N:5]2[C:4]1=[O:17]. Procedure details: 3.97 g (0.017 mol) of methyl 2-hydroxymethyl-2,3,5,8-tetrahydro-1,3-dioxo-1H-1,2,4-triazolo[1,2-a]pyridazine-5-carboxylate were suspended at 0° C. in 300 ml of dry ether. 3.49 g (0.017 mol) of phosphorus pentachloride were added portionwise and the mixture was stirred at room temperature for 22 hours. The resulting clear solution was evaporated in vacuo and the residue was chromatographed on silica gel using chloroform/ethyl acetate (1:1) for the elution. There were obtained 3.24 g (76%) of meth... Reactants: Cc1nc(I)sc1C(=O)NCc1ccccc1, CN(C)C=O, N#C[Cu], O. Product: Cc1nc(C#N)sc1C(=O)NCc1ccccc1. RXN SMILES: [CH2:4]([c:5]1[cH:6][cH:7][cH:8][cH:9][cH:10]1)[NH:11][C:12](=[O:13])[c:14]1[c:15]([CH3:20])[n:16][c:17]([I:19])[s:18]1.[CH3:21][N:22]([CH3:23])[CH:24]=[O:25].[Cu:1][C:2]#[N:3].[OH2:26]>>[C:2](#[N:3])[c:17]1[n:16][c:15]([CH3:20])[c:14]([C:12]([NH:11][CH2:4][c:5]2[cH:6][cH:7][cH:8][cH:9][cH:10]2)=[O:13])[s:18]1. Reactants: FC=1C=C(C=CC1O)C(=O)N1[C@@H](CCC1)CN1CCCC1 ((3-Fluoro-4-hydroxy-phenyl)-(2-(S)-pyrrolidin-1-ylmethyl-pyrrolidin-1-yl)methanone), CS(=O)(=O)C1=CC=C(CCl)C=C1 (4-methylsulfonylbenzyl chloride). The product is FC=1C=C(C=CC1OCC1=CC=C(C=C1)S(=O)(=O)C)C(=O)N1[C@@H](CCC1)CN1CCCC1 ([3-Fluoro-4-(4-methanesulfonyl-benzyloxy)-phenyl]-(2-(S)-pyrrolidin-1-ylmethyl-pyrrolidin-1-yl)-methanone). RXN SMILES: [F:1][C:2]1[CH:3]=[C:4]([C:9]([N:11]2[CH2:15][CH2:14][CH2:13][C@H:12]2[CH2:16][N:17]2[CH2:21][CH2:20][CH2:19][CH2:18]2)=[O:10])[CH:5]=[CH:6][C:7]=1[OH:8].[CH3:22][S:23]([C:26]1[CH:33]=[CH:32][C:29]([CH2:30]Cl)=[CH:28][CH:27]=1)(=[O:25])=[O:24]>>[F:1][C:2]1[CH:3]=[C:4]([C:9]([N:11]2[CH2:15][CH2:14][CH2:13][C@H:12]2[CH2:16][N:17]2[CH2:21][CH2:20][CH2:19][CH2:18]2)=[O:10])[CH:5]=[CH:6][C:7]=1[O:8][CH2:30][C:29]1[CH:28]=[CH:27][C:26]([S:23]([CH3:22])(=[O:25])=[O:24])=[CH:33][CH:32]=1. Procedure: The title compound is prepared in a manner substantially analogous to Procedure C from (3-Fluoro-4-hydroxy-phenyl)-(2-(S)-pyrrolidin-1-ylmethyl-pyrrolidin-1-yl)methanone and 4-methylsulfonylbenzyl chloride. MS (ES+) 461.2 The reactants are OCCN1N=C(N=C1)C1=CC=C(C=C1)C=1C=NN2C1N=C(C=C2)N2C(OC[C@@H]2C(C)C)=O ((S)-3-(3-(4-(1-(2-hydroxyethyl)-1H-1,2,4-triazol-3-yl)phenyl)pyrazolo[1,5-a]pyrimidin-5-yl)-4-isopropyloxazolidin-2-one), OCCN1N=CN=C1C1=CC=C(C=C1)C=1C=NN2C1N=C(C=C2)N2C(OCC2C(C)C)=O (3-(3-(4-(1-(2-hydroxyethyl)-1H-1,2,4-triazol-5-yl)phenyl)pyrazolo[1,5-a]pyrimidin -5-yl)-4-isopropyloxazolidin-2-one). The solvent is C(C)#N.O (acetonitrile water). Product: OCCN1N=CN=C1C1=CC=C(C=C1)C=1C=NN2C1N=C(C=C2)N2C(OC[C@@H]2C(C)C)=O ((S)-3-(3-(4-(1-(2-hydroxyethyl)-1H-1,2,4-triazol-5-yl)phenyl)pyrazolo[1,5-a]pyrimidin -5-yl)-4-isopropyloxazolidin-2-one). The yield is 11.0%. RXN SMILES: OCCN1C=NC(C2C=CC(C3C=NN4C=CC(N5[C@@H](C(C)C)COC5=O)=NC=34)=CC=2)=N1.[OH:33][CH2:34][CH2:35][N:36]1[C:40]([C:41]2[CH:46]=[CH:45][C:44]([C:47]3[CH:48]=[N:49][N:50]4[CH:55]=[CH:54][C:53]([N:56]5[CH:60]([CH:61]([CH3:63])[CH3:62])[CH2:59][O:58][C:57]5=[O:64])=[N:52][C:51]=34)=[CH:43][CH:42]=2)=[N:39][CH:38]=[N:37]1>C(#N)C.O>[OH:33][CH2:34][CH2:35][N:36]1[C:40]([C:41]2[CH:46]=[CH:45][C:44]([C:47]3[CH:48]=[N:49][N:50]4[CH:55]=[CH:54][C:53]([N:56]5[C@@H:60]([CH:61]([CH3:62])[CH3:63])[CH2:59][O:58][C:57]5=[O:64])=[N:52][C:51]=34)=[CH:43][CH:42]=2)=[N:39][CH:38]=[N:37]1 |f:2.3|. Procedure details: A crude mixture of (S)-3-(3-(4-(1-(2-hydroxyethyl)-1H-1,2,4-triazol-3-yl)phenyl)pyrazolo[1,5-a]pyrimidin-5-yl)-4-isopropyloxazolidin-2-one and S)-3-(3-(4-(1-(2-hydroxyethyl)-1H-1,2,4-triazol-5-yl)phenyl)pyrazolo[1,5-a]pyrimidin -5-yl)-4-isopropyloxazolidin-2-one was prepared as described in Example 58. (S)-3-(3-(4-(1-(2-hydroxyethyl)-1H-1,2,4-triazol-5-yl)phenyl)pyrazolo[1,5-a]pyrimidin -5-yl)-4-isopropyloxazolidin-2-one (6 mg, 11%) was isolated as the minor product by reverse phase preparative ... Starting materials: C(C=C)OC1(CCN(CC1)C1=C(C(=CC=2N1C=C(N2)C=2C=C(C=CC2)C2=C(C=CC(=C2)C)O)C)[C@@H](C(=O)OC)OC(C)(C)C)C ((S)-methyl 2-(5-(4-(allyloxy)-4-methylpiperidin-1-yl)-2-(2′-hydroxy-5′-methyl-[1,1′-biphenyl]-3-yl)-7-methylimidazo[1,2-a]pyridin-6-yl)-2-(tert-butoxy)acetate), C[C@H](CC=C)O ((R)-pent-4-en-2-ol), C1=CC=C(C=C1)P(C2=CC=CC=C2)C3=CC=CC=C3 (PPh3), CCOC(=O)/N=N/C(=O)OCC (DEAD), solution. The solvent is CCOCC (ether), C1CCOC1 (THF), C1(=CC=CC=C1)C (toluene). Run at time 18 hour. The product is C(C=C)OC1(CCN(CC1)C1=C(C(=CC=2N1C=C(N2)C=2C=C(C=CC2)C2=C(C=CC(=C2)C)O[C@@H](C)CC=C)C)[C@@H](C(=O)OC)OC(C)(C)C)C ((S)-Methyl 2-(5-(4-(allyloxy)-4-methylpiperidin-1-yl)-7-methyl-2-(5′-methyl-2′-((S)-pent-4-en-2-yloxy)-[1,1′-biphenyl]-3-yl) imidazo[1,2-a]pyridin-6-yl)-2-(tert-butoxy)acetate). The yield is 93.9%. Reaction SMILES: [CH2:1]([O:4][C:5]1([CH3:45])[CH2:10][CH2:9][N:8]([C:11]2[N:16]3[CH:17]=[C:18]([C:20]4[CH:21]=[C:22]([C:26]5[CH:31]=[C:30]([CH3:32])[CH:29]=[CH:28][C:27]=5[OH:33])[CH:23]=[CH:24][CH:25]=4)[N:19]=[C:15]3[CH:14]=[C:13]([CH3:34])[C:12]=2[C@H:35]([O:40][C:41]([CH3:44])([CH3:43])[CH3:42])[C:36]([O:38][CH3:39])=[O:37])[CH2:7][CH2:6]1)[CH:2]=[CH2:3].[CH3:46][C@@H:47](O)[CH2:48][CH:49]=[CH2:50].C1C=CC(P(C2C=CC=CC=2)C2C=CC=CC=2)=CC=1.CCOC(/N=N/C(OCC)=O)=O>C1COCC1.C1(C)C=CC=CC=1.CCOCC>[CH2:1]([O:4][C:5]1([CH3:45])[CH2:10][CH2:9][N:8]([C:11]2[N:16]3[CH:17]=[C:18]([C:20]4[CH:21]=[C:22]([C:26]5[CH:31]=[C:30]([CH3:32])[CH:29]=[CH:28][C:27]=5[O:33][C@H:49]([CH2:48][CH:47]=[CH2:46])[CH3:50])[CH:23]=[CH:24][CH:25]=4)[N:19]=[C:15]3[CH:14]=[C:13]([CH3:34])[C:12]=2[C@H:35]([O:40][C:41]([CH3:44])([CH3:43])[CH3:42])[C:36]([O:38][CH3:39])=[O:37])[CH2:7][CH2:6]1)[CH:2]=[CH2:3]. Reported procedure: To a solution of (S)-methyl 2-(5-(4-(allyloxy)-4-methylpiperidin-1-yl)-2-(2′-hydroxy-5′-methyl-[1,1′-biphenyl]-3-yl)-7-methylimidazo[1,2-a]pyridin-6-yl)-2-(tert-butoxy)acetate (51 mg, 0.083 mmol, 1 equiv), (R)-pent-4-en-2-ol (22 mg, 0.250 mmol, 3 equiv), and PPh3 (44 mg, 0.167 mmol, 2 equiv) in THF (0.8 mL) was added DEAD (0.066 mL of a 40% solution in toluene, 0.167 mmol, 2 equiv). After stirring 18 h, the yellow solution was diluted with ether, washed with water, dried (MgSO4), and concentrate... Starting materials: C(C)OC(CC1(OCCC=2N(C=3C=CC=CC3C21)C)C)=O (1,5-dimethyl-1,3,4,5-tetrahydropyrano[4,3-b]indole-1-acetic acid ethyl ester), [H-].[Al+3].[Li+].[H-].[H-].[H-] (lithium aluminium hydride), O.O1CCCC1 (water tetrahydrofuran). The solvent is O1CCCC1 (tetrahydrofuran), O1CCCC1 (tetrahydrofuran). Product: CC1(OCCC=2N(C=3C=CC=CC3C21)C)CCO (1,5-dimethyl-1,3,4,5-tetrahydropyrano[4,3-b]indole-1-ethanol). As a reaction SMILES: C([O:3][C:4](=O)[CH2:5][C:6]1([CH3:20])[C:18]2[C:17]3[CH:16]=[CH:15][CH:14]=[CH:13][C:12]=3[N:11]([CH3:19])[C:10]=2[CH2:9][CH2:8][O:7]1)C.[H-].[Al+3].[Li+].[H-].[H-].[H-].O.O1CCCC1>O1CCCC1>[CH3:20][C:6]1([CH2:5][CH2:4][OH:3])[C:18]2[C:17]3[CH:16]=[CH:15][CH:14]=[CH:13][C:12]=3[N:11]([CH3:19])[C:10]=2[CH2:9][CH2:8][O:7]1 |f:1.2.3.4.5.6,7.8|. Reported procedure: A solution of 1,5-dimethyl-1,3,4,5-tetrahydropyrano[4,3-b]indole-1-acetic acid ethyl ester (17.0 g), described in Example 916, in tetrahydrofuran (200 ml) is added dropwise to a suspension of lithium aluminium hydride (5.0 g) in tetrahydrofuran (150 ml). The mixture is heated at reflux for 2.5 hr. and then cooled and treated with a mixture of water-tetrahydrofuran (30 ml - 150 ml). The mixture is filtered through celite and the filtrate is evaporated. The residue is purified by chromatography on...